Task: describe an organic reaction: reactants, conditions, products, and yield. Dataset: the Open Reaction Database (ORD), a public repository of structured organic reaction records Starting materials: FC(F)(F)c1ccc(CBr)o1, CN(C)C=O, [H-], [Na+], O=C1Nc2cc3c(cc2C1=O)OCCO3. The product is O=C1C(=O)N(Cc2ccc(C(F)(F)F)o2)c2cc3c(cc21)OCCO3. Reaction SMILES: [Br:18][CH2:19][c:20]1[o:21][c:22]([C:25]([F:26])([F:27])[F:28])[cH:23][cH:24]1.[CH3:29][N:30]([CH3:31])[CH:32]=[O:33].[H-:16].[Na+:17].[O:1]1[CH2:2][CH2:3][O:4][c:5]2[c:6]1[cH:7][c:8]1[c:12]([cH:13]2)[NH:11][C:10](=[O:14])[C:9]1=[O:15]>>[O:1]1[CH2:2][CH2:3][O:4][c:5]2[c:6]1[cH:7][c:8]1[c:12]([cH:13]2)[N:11]([CH2:19][c:20]2[o:21][c:22]([C:25]([F:26])([F:27])[F:28])[cH:23][cH:24]2)[C:10](=[O:14])[C:9]1=[O:15].